This data is from the Open Reaction Database (ORD), a public repository of structured organic reaction records. The task is: describe an organic reaction: reactants, conditions, products, and yield Starting materials: [BH3-]C#N, CO, Cl, Nc1nc(-c2c(O)cccc2OCc2ccccc2)cc(C2CCCNC2)c1C=O, [Na+]. Yields the product Nc1nc(-c2c(O)cccc2OCc2ccccc2)cc2c1CN1CCCC2C1. RXN SMILES: [C:32]([BH3-:33])#[N:34].[CH3:36][OH:37].[ClH:1].[NH2:2][c:3]1[c:4]([CH:5]=[O:6])[c:7]([CH:26]2[CH2:27][NH:28][CH2:29][CH2:30][CH2:31]2)[cH:8][c:9](-[c:11]2[c:12]([O:18][CH2:19][c:20]3[cH:21][cH:22][cH:23][cH:24][cH:25]3)[cH:13][cH:14][cH:15][c:16]2[OH:17])[n:10]1.[Na+:35]>>[NH2:2][c:3]1[c:4]2[c:7]([cH:8][c:9](-[c:11]3[c:12]([O:18][CH2:19][c:20]4[cH:21][cH:22][cH:23][cH:24][cH:25]4)[cH:13][cH:14][cH:15][c:16]3[OH:17])[n:10]1)[CH:26]1[CH2:27][N:28]([CH2:5]2)[CH2:29][CH2:30][CH2:31]1.